Task: describe an organic reaction: reactants, conditions, products, and yield. Dataset: the Open Reaction Database (ORD), a public repository of structured organic reaction records Reactants: BrC1=C(C(=NC(=C1)Br)C1=C(C=C(C=C1)F)Cl)C (4,6-dibromo-2-(2-chloro-4-fluorophenyl)-3-methylpyridine), BrN1C(CCC1=O)=O (N-bromosuccinimide), C(C1=CC=CC=C1)(=O)OOC(C1=CC=CC=C1)=O (benzoyl peroxide). Solvent: ClCCCl (1,2-dichloroethane). Reaction conditions: temperature 0 celsius. Product: BrC1=C(C(=NC(=C1)Br)C1=C(C=C(C=C1)F)Cl)CBr (4,6-dibromo-3-(bromomethyl)-2-(2-chloro-4-fluorophenyl)pyridine). Reaction SMILES: [Br:1][C:2]1[CH:7]=[C:6]([Br:8])[N:5]=[C:4]([C:9]2[CH:14]=[CH:13][C:12]([F:15])=[CH:11][C:10]=2[Cl:16])[C:3]=1[CH3:17].[Br:18]N1C(=O)CCC1=O.C(OOC(=O)C1C=CC=CC=1)(=O)C1C=CC=CC=1>ClCCCl>[Br:1][C:2]1[CH:7]=[C:6]([Br:8])[N:5]=[C:4]([C:9]2[CH:14]=[CH:13][C:12]([F:15])=[CH:11][C:10]=2[Cl:16])[C:3]=1[CH2:17][Br:18]. Reported procedure: To a solution of 4,6-dibromo-2-(2-chloro-4-fluorophenyl)-3-methylpyridine (3.55 g, 9.35 mmol, 1 eq) in 1,2-dichloroethane (90 mL) was added N-bromosuccinimide (2.0 g, 11.22 mmol, 1.2 eq) and benzoyl peroxide (226 mg, 0.9 mmol, 0.1 eq). The resulting mixture was degassed with argon then warmed to and maintained at reflux for 5.5 h. The mixture was cooled solvent was removed under reduced pressure, and the material was purified by flash column chromatography eluting with 2% Et2O in hexanes. The ma... The reactants are solid, Cl.Cl.Cl.O1CCC=2C(=NC=CC21)N2CCN(CC2)CC[C@@H]2CC[C@H](CC2)N (trans-4-{2-[4-(2,3-dihydrofuro[3,2-c]pyridin-4-yl)-piperazin-1-yl]-ethyl}-cyclohexanamine trihydrochloride), Cl.Cl.Cl.O1CCC=2C(=NC=CC21)N2CCN(CC2)CC[C@@H]2CC[C@H](CC2)N (trans-4-{2-[4-(2,3-dihydrofuro[3,2-c]pyridin-4-yl)-piperazin-1-yl]-ethyl}-cyclohexanamine trihydrochloride), CO[C@@H]1C[C@H](CC1)CC(=O)OC (methyl 2-((1S,3S)-3-methoxy-cyclopentyl)-acetate). The product is O1CCC=2C(=NC=CC21)N2CCN(CC2)CC[C@@H]2CC[C@H](CC2)NC(C[C@@H]2C[C@H](CC2)OC)=O (trans-N-(4-{2-[4-(2,3-Dihydro-furo[3,2-c]pyridin-4-yl)-piperazin-1-yl]-ethyl}-cyclohexyl)-2-((1S,3S)-3-methoxy-cyclopentyl)-acetamide). As a reaction SMILES: Cl.Cl.Cl.[O:4]1[C:12]2[CH:11]=[CH:10][N:9]=[C:8]([N:13]3[CH2:18][CH2:17][N:16]([CH2:19][CH2:20][C@H:21]4[CH2:26][CH2:25][C@H:24]([NH2:27])[CH2:23][CH2:22]4)[CH2:15][CH2:14]3)[C:7]=2[CH2:6][CH2:5]1.[CH3:28][O:29][C@H:30]1[CH2:34][CH2:33][C@H:32]([CH2:35][C:36](OC)=[O:37])[CH2:31]1>>[O:4]1[C:12]2[CH:11]=[CH:10][N:9]=[C:8]([N:13]3[CH2:18][CH2:17][N:16]([CH2:19][CH2:20][C@H:21]4[CH2:26][CH2:25][C@H:24]([NH:27][C:36](=[O:37])[CH2:35][C@H:32]5[CH2:33][CH2:34][C@H:30]([O:29][CH3:28])[CH2:31]5)[CH2:23][CH2:22]4)[CH2:15][CH2:14]3)[C:7]=2[CH2:6][CH2:5]1 |f:0.1.2.3|. Reported procedure: The title compound, white solid (80 mg, 85%), MS (ISP) m/z=471.6 [(M+H)+], mp 241° C., was prepared in accordance with the general method of example 2 from trans-4-{2-[4-(2,3-dihydrofuro[3,2-c]pyridin-4-yl)-piperazin-1-yl]-ethyl}-cyclohexanamine trihydrochloride (intermediate C) (88 mg, 0.2 mmol) and methyl 2-((1S,3S)-3-methoxy-cyclopentyl)-acetate. Starting materials: CC(=O)Cl, COc1ccc(-c2ncnc3c(C(=O)NC4CCNCC4)c[nH]c23)c(OCC2CC2)c1. Yields the product COc1ccc(-c2ncnc3c(C(=O)NC4CCN(C(C)=O)CC4)c[nH]c23)c(OCC2CC2)c1. RXN SMILES: [CH3:32][C:33]([Cl:34])=[O:35].[NH:1]1[CH2:2][CH2:3][CH:4]([NH:7][C:8](=[O:9])[c:10]2[cH:11][nH:12][c:13]3[c:14]2[n:15][cH:16][n:17][c:18]3-[c:19]2[c:20]([O:27][CH2:28][CH:29]3[CH2:30][CH2:31]3)[cH:21][c:22]([O:25][CH3:26])[cH:23][cH:24]2)[CH2:5][CH2:6]1>>[N:1]1([C:33]([CH3:32])=[O:35])[CH2:2][CH2:3][CH:4]([NH:7][C:8](=[O:9])[c:10]2[cH:11][nH:12][c:13]3[c:14]2[n:15][cH:16][n:17][c:18]3-[c:19]2[c:20]([O:27][CH2:28][CH:29]3[CH2:30][CH2:31]3)[cH:21][c:22]([O:25][CH3:26])[cH:23][cH:24]2)[CH2:5][CH2:6]1. Starting materials: [Li]C(C)(C)C, C1CCOC1, Cc1ccc(C2=CCC(C)(C)c3ccc(Br)cc32)s1, CCCCC, CN(C)C=O. Product: Cc1ccc(C2=CCC(C)(C)c3ccc(C=O)cc32)s1. Reaction SMILES: [C:20]([Li:21])([CH3:22])([CH3:23])[CH3:24].[CH2:35]1[O:36][CH2:37][CH2:38][CH2:39]1.[CH3:1][c:2]1[cH:3][cH:4][c:5]([C:7]2=[CH:8][CH2:9][C:10]([CH3:18])([CH3:19])[c:11]3[cH:12][cH:13][c:14]([Br:17])[cH:15][c:16]32)[s:6]1.[CH3:25][CH2:26][CH2:27][CH2:28][CH3:29].[O:30]=[CH:31][N:32]([CH3:33])[CH3:34]>>[CH3:1][c:2]1[cH:3][cH:4][c:5]([C:7]2=[CH:8][CH2:9][C:10]([CH3:18])([CH3:19])[c:11]3[cH:12][cH:13][c:14]([CH:31]=[O:30])[cH:15][c:16]32)[s:6]1.